From a dataset of the Open Reaction Database (ORD), a public repository of structured organic reaction records. describe an organic reaction: reactants, conditions, products, and yield Reactants: C(C=C)OC(=O)N1[C@@H](C[C@H](C1)O)C=C(C(C)=O)C ((2S,4R)-1-allyloxycarbonyl-4-hydroxy-2-(2-methyl-3-oxo-1-butenyl)pyrrolidine), CN=C=O (methyl isocyanate). The solvent is N1=CC=CC=C1 (pyridine). Reaction conditions: time 2 day. Product: C(C=C)OC(=O)N1[C@@H](C[C@H](C1)OC(NC)=O)C=C(C(C)=O)C ((2S,4R)-1-allyloxycarbonyl-4-(methylcarbamoyloxy)-2-(2-methyl-3-oxo-1-butenyl)pyrrolidine). Reaction SMILES: [CH2:1]([O:4][C:5]([N:7]1[CH2:11][C@H:10]([OH:12])[CH2:9][C@H:8]1[CH:13]=[C:14]([CH3:18])[C:15](=[O:17])[CH3:16])=[O:6])[CH:2]=[CH2:3].[CH3:19][N:20]=[C:21]=[O:22]>N1C=CC=CC=1>[CH2:1]([O:4][C:5]([N:7]1[CH2:11][C@H:10]([O:12][C:21](=[O:22])[NH:20][CH3:19])[CH2:9][C@H:8]1[CH:13]=[C:14]([CH3:18])[C:15](=[O:17])[CH3:16])=[O:6])[CH:2]=[CH2:3]. Procedure details: To a mixture of (2S,4R)-1-allyloxycarbonyl-4-hydroxy-2-(2-methyl-3-oxo-1-butenyl)pyrrolidine (1.35 g) and methyl isocyanate (0.31 ml) was added a drop of pyridine. The resulting mixture was allowed to stand at ambient temperature for 2 days. Evaporation of the mixture gave a residue, which was chromatographed on silica gel (60 ml) eluting with a mixture of n-hexane and ethyl acetate (1:1 V/V) to give (2S,4R)-1-allyloxycarbonyl-4-(methylcarbamoyloxy)-2-(2-methyl-3-oxo-1-butenyl)pyrrolidine (1.60 ... Starting materials: Cc1ccc(N2CCNCC2)c(C)c1, CCN(C(C)C)C(C)C, Cc1ccc(-c2cc(CCC=O)nn2-c2ccccc2)cc1. Product: Cc1ccc(-c2cc(CCCN3CCN(c4ccc(C)cc4C)CC3)nn2-c2ccccc2)cc1. RXN SMILES: [CH3:23][c:24]1[c:25]([N:31]2[CH2:32][CH2:33][NH:34][CH2:35][CH2:36]2)[cH:26][cH:27][c:28]([CH3:30])[cH:29]1.[CH:37]([N:38]([CH2:39][CH3:40])[CH:41]([CH3:42])[CH3:43])([CH3:44])[CH3:45].[c:1]1(-[n:7]2[n:8][c:9]([CH2:19][CH2:20][CH:21]=[O:22])[cH:10][c:11]2-[c:12]2[cH:13][cH:14][c:15]([CH3:18])[cH:16][cH:17]2)[cH:2][cH:3][cH:4][cH:5][cH:6]1>>[c:1]1(-[n:7]2[n:8][c:9]([CH2:19][CH2:20][CH2:21][N:34]3[CH2:33][CH2:32][N:31]([c:25]4[c:24]([CH3:23])[cH:29][c:28]([CH3:30])[cH:27][cH:26]4)[CH2:36][CH2:35]3)[cH:10][c:11]2-[c:12]2[cH:13][cH:14][c:15]([CH3:18])[cH:16][cH:17]2)[cH:2][cH:3][cH:4][cH:5][cH:6]1.